This data is from the Open Reaction Database (ORD), a public repository of structured organic reaction records. The task is: describe an organic reaction: reactants, conditions, products, and yield Reactants: O(C1=CC=CC=C1)C1=CC=C(C=C1)N(N)CC(=O)OC (methyl [1-[4-phenoxyphenyl]hydrazino]acetate), O(C1=CC=CC=C1)C1=CC=C(C=C1)N(N)CC(=O)OC (methyl [1-[4-phenoxyphenyl]hydrazino]acetate), [O-]C#N.[Na+] (sodium cyanate), FC(C(=O)O)(F)F (trifluoracetic acid), C([O-])(O)=O.[Na+] (sodium bicarbonate). Solvent: C1(=CC=CC=C1)C (toluene). Run at time 1 hour. The product is NC(=O)NN(C1=CC=C(C=C1)OC1=CC=CC=C1)CC(=O)OC (Methyl [2-(aminocarbonyl)-1-(4-phenoxyphenyl)hydrazino]acetate). The yield is 47.6%. As a reaction SMILES: [O:1]([C:8]1[CH:13]=[CH:12][C:11]([N:14]([CH2:16][C:17]([O:19][CH3:20])=[O:18])[NH2:15])=[CH:10][CH:9]=1)[C:2]1[CH:7]=[CH:6][CH:5]=[CH:4][CH:3]=1.[O-:21][C:22]#[N:23].[Na+].FC(F)(F)C(O)=O.C(=O)(O)[O-].[Na+]>C1(C)C=CC=CC=1>[NH2:23][C:22]([NH:15][N:14]([CH2:16][C:17]([O:19][CH3:20])=[O:18])[C:11]1[CH:12]=[CH:13][C:8]([O:1][C:2]2[CH:3]=[CH:4][CH:5]=[CH:6][CH:7]=2)=[CH:9][CH:10]=1)=[O:21] |f:1.2,4.5|. Procedure: A mixture of methyl [1-[4-phenoxyphenyl]hydrazino]acetate (Intermediate 76, 11 g, 0.004 mol), sodium cyanate (0.9 g, 0136 mol) and trifluoracetic acid (1 ml, 0.0124 mol) in dry toluene (15 ml) was stirred under nitrogen at room temperature for 1 hour. The mixture was poured into 8% sodium bicarbonate solution (75 ml) and extracted with ethyl acetate (2×75 ml). The organic extract was dried (MgSO4) and evaporated to give a pale yellow semi-solid. This was triturated with ether to give the title c... The reactants are OBO, CCCCCCc1ccc(N)c(Br)c1, c1ccccc1. Product: CCCCCCc1ccc(N)c(-c2ccccc2)c1. As a reaction SMILES: [BH:15]([OH:16])[OH:17].[Br:1][c:2]1[c:3]([NH2:4])[cH:5][cH:6][c:7]([CH2:9][CH2:10][CH2:11][CH2:12][CH2:13][CH3:14])[cH:8]1.[cH:18]1[cH:19][cH:20][cH:21][cH:22][cH:23]1>>[c:2]1(-[c:18]2[cH:19][cH:20][cH:21][cH:22][cH:23]2)[c:3]([NH2:4])[cH:5][cH:6][c:7]([CH2:9][CH2:10][CH2:11][CH2:12][CH2:13][CH3:14])[cH:8]1.